This data is from the Open Reaction Database (ORD), a public repository of structured organic reaction records. The task is: describe an organic reaction: reactants, conditions, products, and yield The reactants are ClC1=CC=C2C(C(=O)OC(N2)=O)=C1 (5-chloroisatoic anhydride), N1C(=O)C(=O)C2=CC=CC=C12 (isatin), FC=1C=C2C(C(NC2=CC1)=O)=O (5-fluoroisatin). Product: CC=1C=CC=C2C(N3C(=NC12)C(C1=CC=CC=C13)=O)=O (4-Methylindolo[2,1-b]quinazoline-6,12-dione). Isolated yield 31.0%. As a reaction SMILES: Cl[C:2]1[CH:13]=[C:6]2[C:7]([O:9][C:10](=[O:12])[NH:11][C:5]2=[CH:4][CH:3]=1)=O.[NH:14]1[C:24]2[C:19](=[CH:20][CH:21]=[CH:22][CH:23]=2)[C:17](=O)[C:15]1=O.FC1C=C2C(=CC=1)NC(=O)C2=O>>[CH3:17][C:19]1[CH:20]=[CH:21][CH:22]=[C:23]2[C:24]=1[N:14]=[C:15]1[C:7](=[O:9])[C:6]3[C:5]([N:11]1[C:10]2=[O:12])=[CH:4][CH:3]=[CH:2][CH:13]=3. Procedure: Using the procedure in Example 12 and substituting 3-methylisatoic anhydride for 5-chloroisatoic anhydride and isatin for 5-fluoroisatin gave the title compound in 31% yield: mp 247°-248° C.; 1H NMR (300 MHz, CDCl3) δ 8.64 (d, 1H), 8.28 (d, 1H), 7.92 (d, 1H), 7.78 (dt, 1H), 7.70 (d, 1H), 7.55 (t, 1H), 7.43 (dt, 1H), 275 (s, 1H); MS (M+H)+ 263, (M+CH4CN)+ 304.